The task is: describe an organic reaction: reactants, conditions, products, and yield. This data is from the Open Reaction Database (ORD), a public repository of structured organic reaction records. The reactants are CN1CCN(CC1)C1=C(C(=C(C(=C1F)F)[N+](=O)[O-])F)F (1-Methyl-4-(2,3,5,6-tetrafluoro-4-nitrophenyl)piperazine), C1(CC1)N (cyclopropylamine). Solvent: C(C)N(CC)CC (triethylamine). Conditions: time 8 hour. The product is C1(CC1)NC1=C(C(=C(C(=C1[N+](=O)[O-])F)F)N1CCN(CC1)C)F (N-cyclopropyl-2,4,5-trifluoro-3-(4-methyl-1-piperazinyl)-6-nitroaniline). Yield: 86.0%. Reaction SMILES: [CH3:1][N:2]1[CH2:7][CH2:6][N:5]([C:8]2[C:13]([F:14])=[C:12](F)[C:11]([N+:16]([O-:18])=[O:17])=[C:10]([F:19])[C:9]=2[F:20])[CH2:4][CH2:3]1.[CH:21]1([NH2:24])[CH2:23][CH2:22]1>C(N(CC)CC)C>[CH:21]1([NH:24][C:12]2[C:11]([N+:16]([O-:18])=[O:17])=[C:10]([F:19])[C:9]([F:20])=[C:8]([N:5]3[CH2:4][CH2:3][N:2]([CH3:1])[CH2:7][CH2:6]3)[C:13]=2[F:14])[CH2:23][CH2:22]1. Procedure details: 1-Methyl-4-(2,3,5,6-tetrafluoro-4-nitrophenyl)piperazine(9.4 g,34.15 mmol) is suspended in triethylamine (20 ml) and treated dropwise with cyclopropylamine (2.9 ml, 41 mmol). During the addition, the temperature is maintained below +10° C. The reaction mixture is stirred at room temperature overnight, then evaporated, suspended in ether (200 ml) and sequentially washed with 1N aqueous sodium hydroxide solution (45 ml), saturated aqueous sodium chloride solution, then dried (magnesium sulfate) an...